From a dataset of the Open Reaction Database (ORD), a public repository of structured organic reaction records. describe an organic reaction: reactants, conditions, products, and yield Reactants: CCCBr (n-Propyl bromide), OCCS(=O)(=O)C=1C=C(C=C(C1O)OCC1=CC=CC=C1)C(CCC(=O)C1=CC(=C(C(=C1)OC)OC)OC)=O (1-[3-(2-hydroxyethylsulfonyl)-4-hydroxy-5-benzyloxyphenyl]-4-(3,4,5-trimethoxyphenyl)butan-1,4-dione), C([O-])([O-])=O (carbonate). Solvent: CN(C)C=O (DMF). Run at temperature 75 celsius, time 2 hour. Product: OCCS(=O)(=O)C=1C=C(C=C(C1OCCC)OCC1=CC=CC=C1)C(CCC(=O)C1=CC(=C(C(=C1)OC)OC)OC)=O (1-[3-(2-Hydroxyethylsulfonyl)-4-n-propoxy-5-benzyloxyphenyl]-4-(3,4,5-trimethoxyphenyl)butan-1,4-dione). Reaction SMILES: [CH3:1][CH2:2][CH2:3]Br.[OH:5][CH2:6][CH2:7][S:8]([C:11]1[CH:12]=[C:13]([C:26](=[O:43])[CH2:27][CH2:28][C:29]([C:31]2[CH:36]=[C:35]([O:37][CH3:38])[C:34]([O:39][CH3:40])=[C:33]([O:41][CH3:42])[CH:32]=2)=[O:30])[CH:14]=[C:15]([O:18][CH2:19][C:20]2[CH:25]=[CH:24][CH:23]=[CH:22][CH:21]=2)[C:16]=1[OH:17])(=[O:10])=[O:9].C(=O)([O-])[O-]>CN(C=O)C>[OH:5][CH2:6][CH2:7][S:8]([C:11]1[CH:12]=[C:13]([C:26](=[O:43])[CH2:27][CH2:28][C:29]([C:31]2[CH:32]=[C:33]([O:41][CH3:42])[C:34]([O:39][CH3:40])=[C:35]([O:37][CH3:38])[CH:36]=2)=[O:30])[CH:14]=[C:15]([O:18][CH2:19][C:20]2[CH:25]=[CH:24][CH:23]=[CH:22][CH:21]=2)[C:16]=1[O:17][CH2:1][CH2:2][CH3:3])(=[O:10])=[O:9]. Reported procedure: n-Propyl bromide (1.63 mL, 17.8 mmol) was added to a solution of 1-[3-(2-hydroxyethylsulfonyl)-4-hydroxy-5-benzyloxyphenyl]-4-(3,4,5-trimethoxyphenyl)butan-1,4-dione (5.53 g, 9.91 mmol) in DMF (10 mL) containing postassium carbonate (2.74 g, 19.9 mmol). The mixture was stirred at 75° C. for 2 h, and partitioned between ethyl ether and water. The aqueous layer was re-extracted with ether (2×) and ethyl acetate. The organic extracts were combined, dried, and evaporated to dryness. The residue was ... The reactants are ice, [OH-].[Na+] (sodium hydroxide), 7-aminocephem, NC1[C@@H]2N(C(=C(CS2)C=CCCl)C(=O)OC(C2=CC=CC=C2)C2=CC=CC=C2)C1=O (Diphenylmethyl 7-Amino-3-(3-chloro-1-propen-1-yl)-3-cephem-4-carboxylate), C(C1=CC=CC=C1)=O (benzaldehye). Run in C(C)(=O)OCC (ethyl acetate). Yields the product C(C1=CC=CC=C1)=NC1[C@@H]2N(C(=C(CS2)C=CCCl)C(=O)OC(C2=CC=CC=C2)C2=CC=CC=C2)C1=O (Diphenylmethyl 7-Benzylideneamino-3-(3-chloro-1-propen-1-yl)-3-cephem-4-carboxylate). Isolated yield 111.0%. As a reaction SMILES: [NH2:1][CH:2]1[C:29](=[O:30])[N:4]2[C:5]([C:13]([O:15][CH:16]([C:23]3[CH:28]=[CH:27][CH:26]=[CH:25][CH:24]=3)[C:17]3[CH:22]=[CH:21][CH:20]=[CH:19][CH:18]=3)=[O:14])=[C:6]([CH:9]=[CH:10][CH2:11][Cl:12])[CH2:7][S:8][C@H:3]12.[CH:31](=O)[C:32]1[CH:37]=[CH:36][CH:35]=[CH:34][CH:33]=1.[OH-].[Na+]>C(OCC)(=O)C>[CH:31](=[N:1][CH:2]1[C:29](=[O:30])[N:4]2[C:5]([C:13]([O:15][CH:16]([C:23]3[CH:24]=[CH:25][CH:26]=[CH:27][CH:28]=3)[C:17]3[CH:18]=[CH:19][CH:20]=[CH:21][CH:22]=3)=[O:14])=[C:6]([CH:9]=[CH:10][CH2:11][Cl:12])[CH2:7][S:8][C@H:3]12)[C:32]1[CH:37]=[CH:36][CH:35]=[CH:34][CH:33]=1 |f:2.3|. Reported procedure: To an ice-cooled mixture of the crystalline 7-aminocephem intermediate XVIII (Z isomer) (13.4 g, 28 mmole) and benzaldehye (3.3 g, 31 mmole) in ethyl acetate (150 ml) was added dropwise 0.5N sodium hydroxide (56 ml, 28 mmole) over a period of 20 minutes, to maintain the temperature of the reaction mixture below 10° C. The mixture was stirred with cooling for another 15 minutes, and the organic layer was separated, washed with saturated aqueous sodium bicarbonate (100 ml×2) and dried over magnesi...